This data is from the Open Reaction Database (ORD), a public repository of structured organic reaction records. The task is: describe an organic reaction: reactants, conditions, products, and yield Product: Cl.Cl.Cl.N1CCC(CC1)N1CCN(CC1)C(=O)NC1CCN(CC1)CC(=O)OC1CCCCC1 (Cyclohexyl 4-[[4-(4-piperidinyl)-piperazin-1-yl]carbonylamino]piperidinoacetate trihydrochloride). Starting materials: Cl.Cl.N1CCC(CC1)N1CCN(CC1)C(=O)NC1CCN(CC1)CC(=O)O (4-[[4-(4-piperidinyl)-piperazin-1-yl]carbonylamino]piperidinoacetic acid dihydrochloride), C1(CCCCC1)O (cyclohexanol). Reaction SMILES: [ClH:1].Cl.[NH:3]1[CH2:8][CH2:7][CH:6]([N:9]2[CH2:14][CH2:13][N:12]([C:15]([NH:17][CH:18]3[CH2:23][CH2:22][N:21]([CH2:24][C:25]([OH:27])=[O:26])[CH2:20][CH2:19]3)=[O:16])[CH2:11][CH2:10]2)[CH2:5][CH2:4]1.[CH:28]1(O)[CH2:33][CH2:32][CH2:31][CH2:30][CH2:29]1>>[ClH:1].[ClH:1].[ClH:1].[NH:3]1[CH2:8][CH2:7][CH:6]([N:9]2[CH2:10][CH2:11][N:12]([C:15]([NH:17][CH:18]3[CH2:23][CH2:22][N:21]([CH2:24][C:25]([O:27][CH:28]4[CH2:33][CH2:32][CH2:31][CH2:30][CH2:29]4)=[O:26])[CH2:20][CH2:19]3)=[O:16])[CH2:13][CH2:14]2)[CH2:5][CH2:4]1 |f:0.1.2,4.5.6.7|. Procedure: Prepared from 4-[[4-(4-piperidinyl)-piperazin-1-yl]carbonylamino]piperidinoacetic acid dihydrochloride and cyclohexanol. Reactants: CCCCCC (hexane), C1(CC1)[Mg]Br (Cyclopropylmagnesium bromide), Cl[Bi](Cl)Cl (Trichlorobismuthane), C1CCOC1 (THF). Solvent: CCOCC (ether), [Cl-].[Na+].O (brine), CCOCC (Ether), CCOCC (ether). Reaction conditions: temperature -10 celsius, time 1 hour. Yields the product C1(CC1)[Bi](C1CC1)C1CC1 (tricyclopropylbismuthane). RXN SMILES: Cl[Bi:2](Cl)Cl.[CH:5]1([Mg]Br)[CH2:7][CH2:6]1.CCC[CH2:13][CH2:14][CH3:15].[CH2:16]1[CH2:20]OC[CH2:17]1>[Cl-].[Na+].O.CCOCC>[CH:5]1([Bi:2]([CH:15]2[CH2:14][CH2:13]2)[CH:17]2[CH2:16][CH2:20]2)[CH2:7][CH2:6]1 |f:4.5.6|. Reported procedure: Trichlorobismuthane (1.25 g; 3.96 mmol) was dissolved in anhydrous THF (50 mL) and cooled to −10° C. Cyclopropylmagnesium bromide (0.5M in THF, 15 mmol; 30 mL) was added via dropping funnel over 30 min, keeping the temperature at −10° C. The reaction mixture was stirred at RT for 1 h then heated at 70° C. for 30 min, at which time a black precipitate was observed. After cooling to RT, the solution was cannulated under nitrogen over a degassed biphasic solution of brine (100 ml) and ether (100 ml... Reactants: O=C(Cl)c1ccccc1, ClCCl, CC(C)(NC(=O)C(N)CCCCNC(=O)OCc1ccccc1)c1ccccc1, c1ccncc1. The product is CC(C)(NC(=O)C(CCCCNC(=O)OCc1ccccc1)NC(=O)c1ccccc1)c1ccccc1. RXN SMILES: [C:36]([c:37]1[cH:38][cH:39][cH:40][cH:41][cH:42]1)(=[O:43])[Cl:44].[CH2:45]([Cl:46])[Cl:47].[CH3:1][C:2]([c:3]1[cH:4][cH:5][cH:6][cH:7][cH:8]1)([CH3:9])[NH:10][C:11]([CH:12]([CH2:13][CH2:14][CH2:15][CH2:16][NH:17][C:18](=[O:19])[O:20][CH2:21][c:22]1[cH:23][cH:24][cH:25][cH:26][cH:27]1)[NH2:28])=[O:29].[cH:30]1[cH:31][cH:32][n:33][cH:34][cH:35]1>>[CH3:1][C:2]([c:3]1[cH:4][cH:5][cH:6][cH:7][cH:8]1)([CH3:9])[NH:10][C:11]([CH:12]([CH2:13][CH2:14][CH2:15][CH2:16][NH:17][C:18](=[O:19])[O:20][CH2:21][c:22]1[cH:23][cH:24][cH:25][cH:26][cH:27]1)[NH:28][C:36]([c:37]1[cH:38][cH:39][cH:40][cH:41][cH:42]1)=[O:43])=[O:29]. The product is Cl.NC=1C=CC(=C(C1)[C@@]1(COCCC(N1)=O)C)F ((R)-3-(5-amino-2-fluoro-phenyl)-3-methyl-[1,4]oxazepan-5-one hydrochloride). Procedure: A solution of (R)-3-[5-(benzhydrylidene-amino)-2-fluoro-phenyl]-3-methyl-[1,4]oxazepan-5-one (338 mg, 0.84 mmol) in dioxane (5 ml) was treated with hydrochloric acid (1 N, 1.01 ml) at room temperature for 16 hours. For the workup, the reaction mixture was evaporated at reduced pressure, the resulting residue suspended in hydrochloric acid (1 N, 3 ml) and extracted with diethylether (2×10 ml). The combined organic layers were washed again with hydrochloric acid (1 N, 3 ml), then the aqueous layer... As a reaction SMILES: C(=[N:14][C:15]1[CH:16]=[CH:17][C:18]([F:30])=[C:19]([C@@:21]2([CH3:29])[NH:27][C:26](=[O:28])[CH2:25][CH2:24][O:23][CH2:22]2)[CH:20]=1)(C1C=CC=CC=1)C1C=CC=CC=1.[ClH:31]>O1CCOCC1>[ClH:31].[NH2:14][C:15]1[CH:16]=[CH:17][C:18]([F:30])=[C:19]([C@@:21]2([CH3:29])[NH:27][C:26](=[O:28])[CH2:25][CH2:24][O:23][CH2:22]2)[CH:20]=1 |f:3.4|. The reactants are C(C1=CC=CC=C1)(C1=CC=CC=C1)=NC=1C=CC(=C(C1)[C@@]1(COCCC(N1)=O)C)F ((R)-3-[5-(benzhydrylidene-amino)-2-fluoro-phenyl]-3-methyl-[1,4]oxazepan-5-one), Cl (hydrochloric acid). Run in O1CCOCC1 (dioxane). Solvent: C(Cl)Cl (CH2Cl2). Procedure: (4R,6S)-(E)-6-(2-(2-cyclohexylmethyl-4-isopropyl-1-oxo-1,2-dihydroisoquinolin-3-yl)ethen-1-yl)-4-hydroxy-3,4,5,6-tetrahydro-2H-pyran-2-one, m.p.141°-142° C. [α]D =+7.8° (CH2Cl2 at 29° C.) Found: C,73.9; H,8.0; N,3.16% Required: C,73.7; H,7.9; N,3.31%. [NMR in CDCl3, 1.44 (6H,d,J=8 Hz), 0.98-2.12 (13H,m), 2.26 (1H,m), 2.83 (2H,m), 3.50 (1H,sept,J=8 Hz), 3.96 (2H,m), 4.53 (1H,m), 5.49 (1H,m), 5.86 (1H,dd,J=16 Hz and J=6 Hz), 6.70 (1H,dd,J=16 Hz and J=1.5 Hz), 7.48 (1H,m), 7.64 (1H,m), 7.96 (1H,d,J... Starting materials: C1(CCCCC1)CN1C(C2=CC=CC=C2C(=C1/C=C/[C@@H]1C[C@H](CC(O1)=O)O)C(C)C)=O ((4R,6S)-(E)-6-(2-(2-cyclohexylmethyl-4-isopropyl-1-oxo-1,2-dihydroisoquinolin-3-yl)ethen-1-yl)-4-hydroxy-3,4,5,6-tetrahydro-2H-pyran-2-one). Reaction SMILES: C1(C[N:8]2[C:17](/[CH:18]=[CH:19]/[C@H:20]3[O:25][C:24](=[O:26])[CH2:23][C@H:22]([OH:27])[CH2:21]3)=[C:16]([CH:28]([CH3:30])[CH3:29])[C:15]3[C:10](=[CH:11][CH:12]=[CH:13][CH:14]=3)[C:9]2=[O:31])CCCCC1>C(Cl)Cl>[CH:10]1([N:8]2[C:17](/[CH:18]=[CH:19]/[C@H:20]3[O:25][CH:24]([OH:26])[CH2:23][C@H:22]([OH:27])[CH2:21]3)=[C:16]([CH:28]([CH3:29])[CH3:30])[C:15]3[C:10](=[CH:11][CH:12]=[CH:13][CH:14]=3)[C:9]2=[O:31])[CH2:15][CH2:14][CH2:13][CH2:12][CH2:11]1. Product: C1(CCCCC1)N1C(C2=CC=CC=C2C(=C1/C=C/[C@@H]1C[C@H](CC(O1)O)O)C(C)C)=O ((2RS,4R,6S)-(E)-6-(2-(2-cyclohexyl-4-isopropyl-1-oxo-1,2-dihydroisoquinolin-3-yl)ethen-1-yl)-2,4-dihydroxy-3,4,5,6-tetrahydro-2H-pyran).